Dataset: the Open Reaction Database (ORD), a public repository of structured organic reaction records. Task: describe an organic reaction: reactants, conditions, products, and yield The product is FC1=CC=C(C=C1)NC1=NC2=C(C=C(C=C2C(=N1)O)[N+](=O)[O-])C(=O)NCCC=1C=NC=CC1 ((2-(4-Fluorophenyl)amino-4-hydroxy-6-nitroquinazolin-8-yl)-N-(2-(pyridin-3-yl)ethyl)carboxamide). Run in CN1C(CCC1)=O (N-methylpyrrolidone). Procedure details: Methyl 2-(4-fluorophenyl)amino-4-hydroxy-6-nitroquinazoline-8-carboxylate. A solution of methyl 2-chloro-4-hydroxy-6-nitroquinazoline-8-carboxylate (1.50 g) and 4-fluoroaniline (1.76 g) in N-methylpyrrolidone (30 mL) was heated to 100° C. for 1 h. After cooling to room temperature, the reaction was cooled to 0° C. and a precipitate formed. The precipitate was isolated by filtration and washed with water (100 mL), 1M HCl (100 mL), and water (100 mL). The resulting material was dried to afford the... The reactants are ClC1=NC2=C(C=C(C=C2C(=N1)O)[N+](=O)[O-])C(=O)OC (methyl 2-chloro-4-hydroxy-6-nitroquinazoline-8-carboxylate), FC1=CC=C(N)C=C1 (4-fluoroaniline), FC1=CC=C(C=C1)NC1=NC2=C(C=C(C=C2C(=N1)O)[N+](=O)[O-])C(=O)OC (Methyl 2-(4-fluorophenyl)amino-4-hydroxy-6-nitroquinazoline-8-carboxylate). Reaction SMILES: [F:1][C:2]1[CH:7]=[CH:6][C:5]([NH:8][C:9]2[N:18]=[C:17]([OH:19])[C:16]3[C:11](=[C:12]([C:23](OC)=[O:24])[CH:13]=[C:14]([N+:20]([O-:22])=[O:21])[CH:15]=3)[N:10]=2)=[CH:4][CH:3]=1.ClC1[N:37]=[C:36](O)[C:35]2[C:30](=[C:31]([C:42](OC)=O)C=[C:33]([N+:39]([O-])=O)[CH:34]=2)N=1.FC1C=CC(N)=CC=1>CN1CCCC1=O>[F:1][C:2]1[CH:7]=[CH:6][C:5]([NH:8][C:9]2[N:18]=[C:23]([OH:24])[C:12]3[C:11](=[C:16]([C:17]([NH:39][CH2:33][CH2:34][C:35]4[CH:36]=[N:37][CH:42]=[CH:31][CH:30]=4)=[O:19])[CH:15]=[C:14]([N+:20]([O-:22])=[O:21])[CH:13]=3)[N:10]=2)=[CH:4][CH:3]=1. Reactants: FC1=CC=C(COC(C=2C(C(=O)OCC3=CC=C(C=C3)F)=CC(=CC2)OCC2=CC=C(C=C2)F)=O)C=C1 (4-(4-fluoro-benzyloxy)-phthalic acid bis-(4-fluoro-benzyl) ester). Solvent: O1CCCC1 (tetrahydrofuran), O (water). Conditions: time 72 hour. The product is FC1=CC=C(COC=2C=C(C(C(=O)O)=CC2)C(=O)O)C=C1 (4-(4-Fluoro-benzyloxy)-phthalic Acid). The yield is 55.9%. Reaction SMILES: FC1C=CC(C[O:7][C:8](=[O:35])[C:9]2[C:10](=[CH:22][C:23]([O:26][CH2:27][C:28]3[CH:33]=[CH:32][C:31]([F:34])=[CH:30][CH:29]=3)=[CH:24][CH:25]=2)[C:11]([O:13]CC2C=CC(F)=CC=2)=[O:12])=CC=1>O1CCCC1.O>[F:34][C:31]1[CH:30]=[CH:29][C:28]([CH2:27][O:26][C:23]2[CH:22]=[C:10]([C:11]([OH:13])=[O:12])[C:9](=[CH:25][CH:24]=2)[C:8]([OH:35])=[O:7])=[CH:33][CH:32]=1. Procedure: A mixture of 4-(4-fluoro-benzyloxy)-phthalic acid bis-(4-fluoro-benzyl) ester (7.8 g, 15.4 mmol) lithium hydroxide monohydrate (1.8 g, 46.2 mmol) in tetrahydrofuran (60 mL) and water (60 mL) was stirred at room temperature for 72 h. The mixture was then evaporated followed by acidification to pH 2 at 0° C. with concentrated HCl. The organic layer was then diluted with ethyl acetate, separared, washed with water and dried over sodium sulfate. Filtration and half evaporation gave a white suspensio... The reactants are CC(C)(C)OC(=O)N1CC(O)(c2cc(F)cc(Cl)c2)C1, ClCCl, O=C(O)C(F)(F)F. Product: OC1(c2cc(F)cc(Cl)c2)CNC1. Reaction SMILES: [Cl:1][c:2]1[cH:3][c:4]([C:9]2([OH:20])[CH2:10][N:11]([C:13]([O:14][C:15]([CH3:16])([CH3:17])[CH3:18])=[O:19])[CH2:12]2)[cH:5][c:6]([F:8])[cH:7]1.[Cl:28][CH2:29][Cl:30].[OH:21][C:22]([C:23]([F:24])([F:25])[F:26])=[O:27]>>[Cl:1][c:2]1[cH:3][c:4]([C:9]2([OH:20])[CH2:10][NH:11][CH2:12]2)[cH:5][c:6]([F:8])[cH:7]1.